The task is: describe an organic reaction: reactants, conditions, products, and yield. This data is from the Open Reaction Database (ORD), a public repository of structured organic reaction records. The reactants are BrC=1C2=C(C(=NC1)Cl)N=C(N2CC)CC#N ((7-bromo-4-chloro-1-ethyl-1H-imidazo[4,5-c]pyridin-2-yl)acetonitrile), BrC=1C(=C(C(=NC1)Cl)NC(CC#N)=O)NCC (N-[5-Bromo-2-chloro-4-(ethylamino)-3-pyridinyl]-2-cyanoacetamide), [N+](=O)([O-])[O-].[Na+] (sodium nitrate). The solvent is C(C)(=O)O (acetic acid). Run at time 3 hour. Yields the product BrC=1C2=C(C(=NC1)Cl)N=C(N2CC)C(C#N)=NO ((7-Bromo-4-chloro-1-ethyl-1H-imidazo[4,5-c]pyridin-2-yl)-hydroxyimino-acetonitrile). Yield: 114.4%. As a reaction SMILES: [Br:1][C:2]1[C:3]([NH:15][CH2:16][CH3:17])=[C:4]([NH:9][C:10](=O)[CH2:11][C:12]#[N:13])[C:5]([Cl:8])=[N:6][CH:7]=1.BrC1C2N(CC)C(CC#N)=NC=2C(Cl)=NC=1.[N+:34]([O-])([O-])=[O:35].[Na+]>C(O)(=O)C>[Br:1][C:2]1[C:3]2[N:15]([CH2:16][CH3:17])[C:10]([C:11](=[N:34][OH:35])[C:12]#[N:13])=[N:9][C:4]=2[C:5]([Cl:8])=[N:6][CH:7]=1 |f:2.3|. Reported procedure: A solution of N-[5-bromo-2-chloro-4-(ethylamino)-3-pyridinyl]-2-cyanoacetamide III, (458 g, 1.45 mol) in glacial acetic acid (4.6 L) was heated to 100° C. After 3 h, LC/MS analysis indicated that the conversion to (7-bromo-4-chloro-1-ethyl-1H-imidazo[4,5-c]pyridin-2-yl)acetonitrile (IV) was completed. After allowing to cool to ambient temperature, the reaction was charged with sodium nitrate (230 g, 3.34 mol) in portions. Vigorous gas evolution and foaming was observed together with a ˜10° C. ex...